From a dataset of the Open Reaction Database (ORD), a public repository of structured organic reaction records. describe an organic reaction: reactants, conditions, products, and yield The reactants are ClC(c1ccccc1)(c1ccccc1)c1ccccc1, CN(C)C=O, [N-]=[N+]=[N-], [Na+], O. Yields the product [N-]=[N+]=NC(c1ccccc1)(c1ccccc1)c1ccccc1. As a reaction SMILES: [C:5]([c:6]1[cH:7][cH:8][cH:9][cH:10][cH:11]1)([c:12]1[cH:13][cH:14][cH:15][cH:16][cH:17]1)([c:18]1[cH:19][cH:20][cH:21][cH:22][cH:23]1)[Cl:24].[CH:25]([N:26]([CH3:27])[CH3:28])=[O:29].[N-:2]=[N+:3]=[N-:4].[Na+:1].[OH2:30]>>[N:2](=[N+:3]=[N-:4])[C:5]([c:6]1[cH:7][cH:8][cH:9][cH:10][cH:11]1)([c:12]1[cH:13][cH:14][cH:15][cH:16][cH:17]1)[c:18]1[cH:19][cH:20][cH:21][cH:22][cH:23]1. Reactants: CC#N, CCC(C)(C)Cc1cn(S(=O)(=O)N(C)C)c(C(O)C2(c3ccc(-c4ccccn4)cc3)SCCCS2)n1, O=C(O[IH2](OC(=O)C(F)(F)F)c1ccccc1)C(F)(F)F, O. The product is CCC(C)(C)Cc1cn(S(=O)(=O)N(C)C)c(C(O)C(=O)c2ccc(-c3ccccn3)cc2)n1. Reaction SMILES: [C:60](#[N:61])[CH3:62].[CH3:22][C:23]([CH2:24][c:25]1[n:26][c:27]([CH:36]([C:37]2([c:43]3[cH:44][cH:45][c:46](-[c:49]4[n:50][cH:51][cH:52][cH:53][cH:54]4)[cH:47][cH:48]3)[S:38][CH2:39][CH2:40][CH2:41][S:42]2)[OH:55])[n:28]([S:30](=[O:31])(=[O:32])[N:33]([CH3:34])[CH3:35])[cH:29]1)([CH2:56][CH3:57])[CH3:58].[F:1][C:2]([F:3])([F:5])[C:6](=[O:4])[O:7][IH2:8]([c:9]1[cH:10][cH:11][cH:12][cH:13][cH:14]1)[O:15][C:16](=[O:17])[C:18]([F:19])([F:20])[F:21].[OH2:59]>>[O:4]=[C:37]([CH:36]([c:27]1[n:26][c:25]([CH2:24][C:23]([CH3:22])([CH2:56][CH3:57])[CH3:58])[cH:29][n:28]1[S:30](=[O:31])(=[O:32])[N:33]([CH3:34])[CH3:35])[OH:55])[c:43]1[cH:44][cH:45][c:46](-[c:49]2[n:50][cH:51][cH:52][cH:53][cH:54]2)[cH:47][cH:48]1. The reactants are CSCCC(N)C(=O)O, [Na+], [OH-], Cc1ccc(S(=O)(=O)Cl)cc1. Product: CSCCC(NS(=O)(=O)c1ccc(C)cc1)C(=O)O. As a reaction SMILES: [NH2:1][CH:2]([CH2:3][CH2:4][S:5][CH3:6])[C:7](=[O:8])[OH:9].[Na+:22].[OH-:21].[S:10](=[O:11])(=[O:12])([c:13]1[cH:14][cH:15][c:16]([CH3:17])[cH:18][cH:19]1)[Cl:20]>>[NH:1]([CH:2]([CH2:3][CH2:4][S:5][CH3:6])[C:7](=[O:8])[OH:9])[S:10](=[O:11])(=[O:12])[c:13]1[cH:14][cH:15][c:16]([CH3:17])[cH:18][cH:19]1. Starting materials: N1CCC2(CC1)CSC1=C(O2)C2=CC=CC=C2C(C1=O)=O (spiro[naphtho[1,2-b][1,4]oxathiine-2,4′-piperidine]-5,6-dione), ClC1=CC=C(OC[C@@H]2OC2)C=C1 ((2R)-2-[(4-chlorophenoxy)methyl]oxirane). Product: ClC1=CC=C(OC[C@@H](CN2CCC3(CC2)CSC2=C(O3)C3=CC=CC=C3C(C2=O)=O)O)C=C1 (1′-[(2R)-3-(4-chlorophenoxy)-2-hydroxypropyl]spiro[naphtho[1,2-b][1,4]oxathiine-2,4′-piperidine]-5,6-dione). RXN SMILES: [NH:1]1[CH2:6][CH2:5][C:4]2([O:11][C:10]3[C:12]4[C:17]([C:18](=[O:21])[C:19](=[O:20])[C:9]=3[S:8][CH2:7]2)=[CH:16][CH:15]=[CH:14][CH:13]=4)[CH2:3][CH2:2]1.[Cl:22][C:23]1[CH:33]=[CH:32][C:26]([O:27][CH2:28][C@H:29]2[CH2:31][O:30]2)=[CH:25][CH:24]=1>>[Cl:22][C:23]1[CH:33]=[CH:32][C:26]([O:27][CH2:28][C@H:29]([OH:30])[CH2:31][N:1]2[CH2:2][CH2:3][C:4]3([O:11][C:10]4[C:12]5[C:17]([C:18](=[O:21])[C:19](=[O:20])[C:9]=4[S:8][CH2:7]3)=[CH:16][CH:15]=[CH:14][CH:13]=5)[CH2:5][CH2:6]2)=[CH:25][CH:24]=1. Procedure: Compound 183 was synthesized using spiro[naphtho[1,2-b][1,4]oxathiine-2,4′-piperidine]-5,6-dione, (2R)-2-[(4-chlorophenoxy)methyl]oxirane and conditions outlined in procedure Y. M.p.=155-157° C.; 400 MHz 1H NMR (CDCl3) δ: 8.05 (dd, J=6.4, 7.6 Hz, 1H), 7.76 (d, J=7.7 Hz, 1H), 7.68-7.64 (m, 1H), 7.51-7.47 (m, 1H), 7.25-7.22 (m, 2H), 6.86-6.84 (m, 2H), 4.14-4.11 (m, 1H), 3.98-3.96 (m, 2H), 2.94 (brs, 3H), 2.80-2.77 (m, 2H), 2.70-2.62 (m, 2H), 2.56-2.50 (m, 1H), 2.17 (d, J=13.6 Hz, 2H), 1.96-1.84 (m... The reactants are Nc1nc(Cl)c2c(n1)-c1ccccc1CCC2, CC(C)(C)OC(=O)NCCCN. Reaction SMILES: [Cl:13][c:14]1[c:15]2[c:16]([n:17][c:18]([NH2:20])[n:19]1)-[c:21]1[c:22]([cH:26][cH:27][cH:28][cH:29]1)[CH2:23][CH2:24][CH2:25]2.[NH2:1][CH2:2][CH2:3][CH2:4][NH:5][C:6]([O:7][C:8]([CH3:9])([CH3:10])[CH3:11])=[O:12]>>[NH:1]([CH2:2][CH2:3][CH2:4][NH:5][C:6]([O:7][C:8]([CH3:9])([CH3:10])[CH3:11])=[O:12])[c:14]1[c:15]2[c:16]([n:17][c:18]([NH2:20])[n:19]1)-[c:21]1[c:22]([cH:26][cH:27][cH:28][cH:29]1)[CH2:23][CH2:24][CH2:25]2. Yields the product CC(C)(C)OC(=O)NCCCNc1nc(N)nc2c1CCCc1ccccc1-2. Procedure details: A solution of 1-bromo-3-fluoro-5-(trifluoromethyl)benzene (10.0 g), 3-hydroxypyrrolidine (3.58 g), palladium(II) acetate (461 mg), (±)-2,2′-bis(diphenylphosphino)-1,1′-binaphthyl (2.56 g) and cesium carbonate (26.7 g) in toluene (222 ml) was stirred under an argon gas atmosphere at 90° C. for 16 hr. After cooling to room temperature, the reaction mixture was filtered through celite, and the celite was washed with ethyl acetate. The filtrate and washing were combined and the solution was washed w... Starting materials: BrC1=CC(=CC(=C1)C(F)(F)F)F (1-bromo-3-fluoro-5-(trifluoromethyl)benzene), OC1CNCC1 (3-hydroxypyrrolidine), C([O-])([O-])=O.[Cs+].[Cs+] (cesium carbonate). Reaction SMILES: Br[C:2]1[CH:7]=[C:6]([C:8]([F:11])([F:10])[F:9])[CH:5]=[C:4]([F:12])[CH:3]=1.[OH:13][CH:14]1[CH2:18][CH2:17][NH:16][CH2:15]1.C(=O)([O-])[O-].[Cs+].[Cs+]>C1(C)C=CC=CC=1.C([O-])(=O)C.[Pd+2].C([O-])(=O)C.C1(P(C2C=CC=CC=2)C2C=CC3C(=CC=CC=3)C=2C2C3C(=CC=CC=3)C=CC=2P(C2C=CC=CC=2)C2C=CC=CC=2)C=CC=CC=1>[F:12][C:4]1[CH:3]=[C:2]([N:16]2[CH2:17][CH2:18][CH:14]([OH:13])[CH2:15]2)[CH:7]=[C:6]([C:8]([F:11])([F:10])[F:9])[CH:5]=1 |f:2.3.4,6.7.8|. Reagents/catalysts: C(C)(=O)[O-].[Pd+2].C(C)(=O)[O-] (palladium(II) acetate), C1(=CC=CC=C1)P(C1=C(C2=CC=CC=C2C=C1)C1=C(C=CC2=CC=CC=C12)P(C1=CC=CC=C1)C1=CC=CC=C1)C1=CC=CC=C1 ((±)-2,2′-bis(diphenylphosphino)-1,1′-binaphthyl). Run in C1(=CC=CC=C1)C (toluene). Yield: 104.0%. The product is FC=1C=C(C=C(C1)C(F)(F)F)N1CC(CC1)O (1-[3-fluoro-5-(trifluoromethyl)phenyl]pyrrolidin-3-ol).